describe an organic reaction: reactants, conditions, products, and yield From a dataset of the Open Reaction Database (ORD), a public repository of structured organic reaction records. The reactants are CO, CCOC(=O)C=CC1COC(C)(C)O1, [H][H]. Yields the product CCOC(=O)CCC1COC(C)(C)O1. Reaction SMILES: [CH3:17][OH:18].[CH3:1][C:2]1([CH3:14])[O:3][CH2:4][CH:5]([CH:7]=[CH:8][C:9](=[O:10])[O:11][CH2:12][CH3:13])[O:6]1.[H:15][H:16]>>[CH3:1][C:2]1([CH3:14])[O:3][CH2:4][CH:5]([CH2:7][CH2:8][C:9](=[O:10])[O:11][CH2:12][CH3:13])[O:6]1.